This data is from the Open Reaction Database (ORD), a public repository of structured organic reaction records. The task is: describe an organic reaction: reactants, conditions, products, and yield Reactants: IC1=CC=C(C=C1)[C@H]1[C@@H](CCC1)NS(=O)(=O)C(C)C ((+,−) Trans propane-2-sulfonic acid [2-(4-iodo-phenyl)-cyclopentyl]-amide), C1(=CC=CC=C1)B(O)O (phenylboronic acid), C([O-])([O-])=O.[K+].[K+] (potassium carbonate). Reagents/catalysts: C(C)(=O)[O-].[Pd+2].C(C)(=O)[O-] (palladium acetate). Solvent: C(CC)O (n-propanol), O (water). Conditions: temperature 90 celsius. Yields the product C1(=CC=C(C=C1)[C@H]1[C@@H](CCC1)NS(=O)(=O)C(C)C)C1=CC=CC=C1 ((+,−) Trans Propane-2-sulfonic Acid (2-biphenyl-4-yl-cyclopentyl)-amide). Isolated yield 66.0%. As a reaction SMILES: I[C:2]1[CH:7]=[CH:6][C:5]([C@@H:8]2[CH2:12][CH2:11][CH2:10][C@H:9]2[NH:13][S:14]([CH:17]([CH3:19])[CH3:18])(=[O:16])=[O:15])=[CH:4][CH:3]=1.[C:20]1(B(O)O)[CH:25]=[CH:24][CH:23]=[CH:22][CH:21]=1.C(=O)([O-])[O-].[K+].[K+]>C(O)CC.O.C([O-])(=O)C.[Pd+2].C([O-])(=O)C>[C:2]1([C:20]2[CH:25]=[CH:24][CH:23]=[CH:22][CH:21]=2)[CH:7]=[CH:6][C:5]([C@@H:8]2[CH2:12][CH2:11][CH2:10][C@H:9]2[NH:13][S:14]([CH:17]([CH3:19])[CH3:18])(=[O:16])=[O:15])=[CH:4][CH:3]=1 |f:2.3.4,7.8.9|. Reported procedure: (+,−) Trans propane-2-sulfonic acid [2-(4-iodo-phenyl)-cyclopentyl]-amide (58 mg, 0.15 mmol, prepared in example 2) and phenylboronic acid (22 mg, 0.18 mmol) were dissolved in 20 mL of n-propanol and 25 mg (0.18 mmol)of potassium carbonate in 5 mL of water added. A catalytic amount of palladium acetate is added (2 mg) and the mixture refluxed at 90° C. for 4 hours. The reaction is filtered, rinsed with ethyl acetate. The filtrate is diluted with ethyl acetate and washed with saturated sodium bic...